This data is from the Open Reaction Database (ORD), a public repository of structured organic reaction records. The task is: describe an organic reaction: reactants, conditions, products, and yield Starting materials: CC(CO)C (2-methyl-1-propanol), S (hydrogen sulfide), P12(=S)SP3(=S)SP(=S)(S1)SP(=S)(S2)S3 (phosphorus pentasulfide), sulfide. Reaction conditions: temperature 60 celsius, time 3 hour. The product is CC(COP(OCC(C)C)(=S)S)C (Di-(2-Methylpropyl) Phosphorodithioic Acid). As a reaction SMILES: [CH3:1][CH:2]([CH3:5])[CH2:3][OH:4].[P:6]12([S:18]P3(SP(SP(S3)(S1)=S)(=S)S2)=S)=[S:7].S>>[CH3:1][CH:2]([CH3:5])[CH2:3][O:4][P:6]([SH:18])(=[S:7])[O:4][CH2:3][CH:2]([CH3:5])[CH3:1]. Procedure details: Into a four-necked flask equipped with a stirrer, condenser, dropping funnel and thermometer were added 608 g (8.2 moles) of 2-methyl-1-propanol and the contents were heated to 60° C. At that temperature, 444.5 g (2.0 mole) of phosphorus pentasulfide was added portion-wise over a 3-hour period with agitation. After all of the sulfide reactant was introduced, the temperature was raised to 65° C. and held for 3 hours. The evolution of hydrogen sulfide gas was trapped by a caustic scrubber which in... Reactants: FC1=CC(=CC2=C1N(C(O2)=O)C)[N+](=O)[O-] (4-fluoro-3-methyl-6-nitro-1,3-benzoxazol-2(3H)-one), [Cl-].[NH4+] (ammonium chloride). Reagents/catalysts: [Fe] (Iron). Solvent: C(C)O (ethanol), O (water), ClCCl (dichloromethane). Yields the product NC1=CC2=C(N(C(O2)=O)C)C(=C1)F (6-amino-4-fluoro-3-methyl-1,3-benzoxazol-2(3H)-one). RXN SMILES: [F:1][C:2]1[C:7]2[N:8]([CH3:12])[C:9](=[O:11])[O:10][C:6]=2[CH:5]=[C:4]([N+:13]([O-])=O)[CH:3]=1.[Cl-].[NH4+]>C(O)C.O.ClCCl.[Fe]>[NH2:13][C:4]1[CH:3]=[C:2]([F:1])[C:7]2[N:8]([CH3:12])[C:9](=[O:11])[O:10][C:6]=2[CH:5]=1 |f:1.2|. Reported procedure: Iron powder (0.77 g, 0.0138 mol) is added in small portions to a mixture of 4-fluoro-3-methyl-6-nitro-1,3-benzoxazol-2(3H)-one (Step 6, 0.73 g, 3.44 mmol) and ammonium chloride (1.84 g, 3.44 mmol) in ethanol (30 ml) and water (15 ml) at 95° C. The reaction mixture is stirred vigorously and heated for 1 h, cooled to room temperature, and diluted with dichloromethane (150 ml). The mixture is filtered, washed with water and saline, dried (MgSO4) and evaporated to give product as a tan solid suitabl...